From a dataset of the Open Reaction Database (ORD), a public repository of structured organic reaction records. describe an organic reaction: reactants, conditions, products, and yield Reactants: Oc1ccc(Br)cc1, CN(C)C=O, ClCCN1CCCCCC1, Cl, [H-], [I-], [Na+], [Na+], O. The product is Brc1ccc(OCCN2CCCCCC2)cc1. RXN SMILES: [Br:3][c:4]1[cH:5][cH:6][c:7]([OH:10])[cH:8][cH:9]1.[CH3:24][N:25]([CH3:26])[CH:27]=[O:28].[Cl:12][CH2:13][CH2:14][N:15]1[CH2:16][CH2:17][CH2:18][CH2:19][CH2:20][CH2:21]1.[ClH:11].[H-:1].[I-:23].[Na+:22].[Na+:2].[OH2:29]>>[Br:3][c:4]1[cH:5][cH:6][c:7]([O:10][CH2:13][CH2:14][N:15]2[CH2:16][CH2:17][CH2:18][CH2:19][CH2:20][CH2:21]2)[cH:8][cH:9]1.